The task is: describe an organic reaction: reactants, conditions, products, and yield. This data is from the Open Reaction Database (ORD), a public repository of structured organic reaction records. Reactants: Intermediate 28, ClC1=CC=C(C(=N1)NC1=NNC(=C1)OCC)[N+](=O)[O-] (6-chloro-N-(5-ethoxy-1H-pyrazol-3-yl)-3-nitropyridin-2-amine), ClC1=CC=C(C(=N1)NC1=NNC(=C1)OCC)[N+](=O)[O-] (6-chloro-N-(5-ethoxy-1H-pyrazol-3-yl)-3-nitropyridin-2-amine), FC=1C=CC(=NC1)[C@H](CC)N ([(15)-1-(5-fluoropyridin-2-yl)propyl]amine), FC=1C=CC(=NC1)[C@H](CC)N ([(15)-1-(5-fluoropyridin-2-yl)propyl]amine). The product is C(C)OC1=CC(=NN1)NC1=NC(=CC=C1[N+](=O)[O-])N[C@@H](CC)C1=NC=C(C=C1)F (N2-(5-Ethoxy-1H-pyrazol-3-yl)-N6-[(1S)-1-(5-fluoropyridin-2-yl)propyl]-3-nitropyridine-2,6-diamine). Reaction SMILES: Cl[C:2]1[N:7]=[C:6]([NH:8][C:9]2[CH:13]=[C:12]([O:14][CH2:15][CH3:16])[NH:11][N:10]=2)[C:5]([N+:17]([O-:19])=[O:18])=[CH:4][CH:3]=1.[F:20][C:21]1[CH:22]=[CH:23][C:24]([C@@H:27]([NH2:30])[CH2:28][CH3:29])=[N:25][CH:26]=1>>[CH2:15]([O:14][C:12]1[NH:11][N:10]=[C:9]([NH:8][C:6]2[C:5]([N+:17]([O-:19])=[O:18])=[CH:4][CH:3]=[C:2]([NH:30][C@H:27]([C:24]3[CH:23]=[CH:22][C:21]([F:20])=[CH:26][N:25]=3)[CH2:28][CH3:29])[N:7]=2)[CH:13]=1)[CH3:16]. Procedure: The title compound was prepared using a procedure similar to the one described for the synthesis of Intermediate 28 using 6-chloro-N-(5-ethoxy-1H-pyrazol-3-yl)-3-nitropyridin-2-amine (Intermediate 26) and [(1S)-1-(5-fluoropyridin-2-yl)propyl]amine (Intermediate 35) as the starting materials. LCMS: 402 [M+1]. 1H NMR (400 MHz, DMSO-d6) δ 12.00 (s, 1H), 11.00 (s, 1H), 8.80 (s, 1H), 8.50 (s, 1H), 8.10 (d, 1H), 7.60 (m, 1H), 7.20 (m, 1H), 6.30 (m, 1H), 5.80 (s, 1H), 5.00 (m, 1H), 4.10 (q, 2H), 2.00 (... The reactants are COCC(=O)Cl, Nc1ccc(C2=NNC(=O)C3CC23)cc1, C1CCOC1. Product: COCC(=O)Nc1ccc(C2=NNC(=O)C3CC23)cc1. Reaction SMILES: [CH3:16][O:17][CH2:18][C:19](=[O:20])[Cl:21].[NH2:1][c:2]1[cH:3][cH:4][c:5]([C:8]2=[N:14][NH:13][C:12](=[O:15])[CH:11]3[CH:9]2[CH2:10]3)[cH:6][cH:7]1.[O:22]1[CH2:23][CH2:24][CH2:25][CH2:26]1>>[NH:1]([c:2]1[cH:3][cH:4][c:5]([C:8]2=[N:14][NH:13][C:12](=[O:15])[CH:11]3[CH:9]2[CH2:10]3)[cH:6][cH:7]1)[C:19]([CH2:18][O:17][CH3:16])=[O:20]. Starting materials: O=C([O-])O, C, O=C(OCc1ccccc1)C1CCCN1C(=O)C(Cc1ccccc1)NS(=O)(=O)c1ccccc1, CO, Cl, [H][H], [Na+], O, [Pd]. The product is O=C(O)C1CCCN1C(=O)C(Cc1ccccc1)NS(=O)(=O)c1ccccc1. Reaction SMILES: [C:36](=[O:37])([OH:38])[O-:39].[C:46].[CH2:1]([c:2]1[cH:3][cH:4][cH:5][cH:6][cH:7]1)[O:8][C:9]([CH:10]1[N:11]([C:15]([CH:16]([NH:17][S:18](=[O:19])(=[O:20])[c:21]2[cH:22][cH:23][cH:24][cH:25][cH:26]2)[CH2:27][c:28]2[cH:29][cH:30][cH:31][cH:32][cH:33]2)=[O:34])[CH2:12][CH2:13][CH2:14]1)=[O:35].[CH3:44][OH:45].[ClH:43].[H:41][H:42].[Na+:40].[OH2:48].[Pd:47]>>[O:8]=[C:9]([CH:10]1[N:11]([C:15]([CH:16]([NH:17][S:18](=[O:19])(=[O:20])[c:21]2[cH:22][cH:23][cH:24][cH:25][cH:26]2)[CH2:27][c:28]2[cH:29][cH:30][cH:31][cH:32][cH:33]2)=[O:34])[CH2:12][CH2:13][CH2:14]1)[OH:35]. Reactants: C#CC(C)(C)O, [Cu]I, O=C(NOCCO)c1ccc(F)c(F)c1Nc1ccc(I)cc1F. The product is CC(C)(O)C#Cc1ccc(Nc2c(C(=O)NOCCO)ccc(F)c2F)c(F)c1. Reaction SMILES: [CH3:25][C:26]([CH3:27])([C:28]#[CH:29])[OH:30].[Cu:31][I:32].[F:1][c:2]1[c:3]([NH:16][c:17]2[c:18]([F:24])[cH:19][c:20]([I:23])[cH:21][cH:22]2)[c:4]([C:5](=[O:6])[NH:7][O:8][CH2:9][CH2:10][OH:11])[cH:12][cH:13][c:14]1[F:15]>>[F:1][c:2]1[c:3]([NH:16][c:17]2[c:18]([F:24])[cH:19][c:20]([C:29]#[C:28][C:26]([CH3:25])([CH3:27])[OH:30])[cH:21][cH:22]2)[c:4]([C:5](=[O:6])[NH:7][O:8][CH2:9][CH2:10][OH:11])[cH:12][cH:13][c:14]1[F:15]. The reactants are liquid, N (ammonia), CC1(C(C2=C(SC=C2)C1)=O)C (5,6-dihydro-5,5-dimethyl-4H-cyclopenta[b]thiophen-4-one), [H][H] (hydrogen). The reagents and catalysts are [Pt] (platinum/carbon). The solvent is O1CCCC1 (tetrahydrofuran). Product: NC1C(CC=2SC=CC21)(C)C (4-amino-5,6-dihydro-5,5-dimethyl-4H-cyclopenta-[b]thiophene). As a reaction SMILES: [NH3:1].[H][H].[CH3:4][C:5]1([CH3:14])[CH2:12][C:8]2[S:9][CH:10]=[CH:11][C:7]=2[C:6]1=O>O1CCCC1.[Pt]>[NH2:1][CH:6]1[C:7]2[CH:11]=[CH:10][S:9][C:8]=2[CH2:12][C:5]1([CH3:14])[CH3:4]. Reported procedure: In a pressurised reactor, 7.0 g of 5,6-dihydro-5,5-dimethyl-4H-cyclopenta[b]thiophen-4-one are dissolved in a mixture of 100 ml of tetrahydrofuran and 27 g of liquid ammonia. 1.4 g of a moist sulfided 5% platinum/carbon catalyst are added to this mixture. The reactor is filled with hydrogen gas up to a pressure of 100 bar and heated to from +175° C. to +180° C. When the hydrogenation has ceased, the catalyst is filtered off, the filtrate is concentrated and the residue distilled in a bulb tube, ...